Dataset: the Open Reaction Database (ORD), a public repository of structured organic reaction records. Task: describe an organic reaction: reactants, conditions, products, and yield The reactants are N12CCCCCC2=NCCC1 (1,8-Diazabicyclo[5.4.0]undec-7-ene), BrC(CBr)C1=CC(=CC=2N=C(OC21)C2=CC=C(C=C2)O)O (7-(1,2-dibromoethyl)-2-(4-hydroxyphenyl)-1,3-benzoxazol-5-ol), Cl (HCl). The solvent is C(C)#N (acetonitrile). Run at time 24 hour. Product: BrC(=C)C1=CC(=CC=2N=C(OC21)C2=CC=C(C=C2)O)O (7-(1-Bromovinyl)-2-(4-hydroxyphenyl)-1,3-benzoxazol-5-ol). Isolated yield 58.0%. RXN SMILES: N12CCCN=C1CCCCC2.[Br:12][CH:13]([C:16]1[C:24]2[O:23][C:22]([C:25]3[CH:30]=[CH:29][C:28]([OH:31])=[CH:27][CH:26]=3)=[N:21][C:20]=2[CH:19]=[C:18]([OH:32])[CH:17]=1)[CH2:14]Br.Cl>C(#N)C>[Br:12][C:13]([C:16]1[C:24]2[O:23][C:22]([C:25]3[CH:30]=[CH:29][C:28]([OH:31])=[CH:27][CH:26]=3)=[N:21][C:20]=2[CH:19]=[C:18]([OH:32])[CH:17]=1)=[CH2:14]. Reported procedure: 1,8-Diazabicyclo[5.4.0]undec-7-ene (0.25 g, 1.65 mmol) was added into a solution of 7-(1,2-dibromoethyl)-2-(4-hydroxyphenyl)-1,3-benzoxazol-5-ol (0.4 g, 0.96 mmol) and acetonitrile (4 mL). The reaction mixture was stirred for 24 h, poured into cold (0° C.) HCl (1N, 10 mL) and extracted with EtOAc. The organic extracts were dried over MgSO4. Evaporation and purification by flash chromatography (CH2Cl2/hexanes/isopropyl alcohol 15/5/1) gave a white solid (185 mg, 58% yield, m.p. 228-230° C.); MS m... Starting materials: N[C@@H]1[C@@H](CN(CC1)C=1C=C(C(=NC1)C)C(=O)OC)OC (Methyl cis(±)-5-(4-amino-3-methoxypiperidin-1-yl)-2-methylpyridine-3-carboxylate), CCN=C=NCCCN(C)C.Cl (WSC hydrochloride), C=1C=CC2=C(C1)N=NN2O (HOBt), ClC=1N=C(NC1CC)C(=O)O (4-chloro-5-ethyl-1H-imidazole-2-carboxylic acid), ClC=1N=C(NC1CC)C(=O)O (4-Chloro-5-ethyl-1H-imidazole-2-carboxylic acid). Yields the product ClC=1N=C(NC1CC)C(=O)N[C@@H]1[C@@H](CN(CC1)C=1C=C(C(=NC1)C)C(=O)OC)OC (Methyl cis(±)-5-(4-{[(4-chloro-5-ethyl-1H-imidazol-2-yl)carbonyl]amino}-3-methoxypiperidin-1-yl)-2-methylpyridine-3-carboxylate). As a reaction SMILES: [NH2:1][C@H:2]1[CH2:7][CH2:6][N:5]([C:8]2[CH:9]=[C:10]([C:15]([O:17][CH3:18])=[O:16])[C:11]([CH3:14])=[N:12][CH:13]=2)[CH2:4][C@H:3]1[O:19][CH3:20].[Cl:21][C:22]1[N:23]=[C:24]([C:29](O)=[O:30])[NH:25][C:26]=1[CH2:27][CH3:28].CCN=C=NCCCN(C)C.Cl.C1C=CC2N(O)N=NC=2C=1>>[Cl:21][C:22]1[N:23]=[C:24]([C:29]([NH:1][C@H:2]2[CH2:7][CH2:6][N:5]([C:8]3[CH:9]=[C:10]([C:15]([O:17][CH3:18])=[O:16])[C:11]([CH3:14])=[N:12][CH:13]=3)[CH2:4][C@H:3]2[O:19][CH3:20])=[O:30])[NH:25][C:26]=1[CH2:27][CH3:28] |f:2.3|. Procedure: The same operation as in Example (1g) was performed using methyl cis(±)-5-(4-amino-3-methoxypiperidin-1-yl)-2-methylpyridine-3-carboxylate obtained in Example (171b) (113 mg, 0.4 mmol), 4-chloro-5-ethyl-1H-imidazole-2-carboxylic acid obtained by the method described in Example (1d) (64 mg, 0.37 mmol), WSC hydrochloride (211 mg, 1.1 mmol) and HOBt (49.7 mg, 0.37 mmol), to obtain 18.0 mg of the title compound as a pale yellow oily substance (11%).